This data is from the Open Reaction Database (ORD), a public repository of structured organic reaction records. The task is: describe an organic reaction: reactants, conditions, products, and yield Product: ClC1=CC=C(C=C1)\C=C(/C(C(C)(C)C)O)\N1N=CN=C1 ((E)-1-(4-chlorophenyl)-2-(1,2,4-triazol-1-yl)-4,4-dimethyl-1-penten-3-ol). As a reaction SMILES: [Cl:1][C:2]1[CH:7]=[CH:6][C:5](/[CH:8]=[C:9](/[N:16]2[CH:20]=[N:19][CH:18]=[N:17]2)\[C:10](=[O:15])[C:11]([CH3:14])([CH3:13])[CH3:12])=[CH:4][CH:3]=1.[BH4-].[Na+].C(O)(=O)C>CO>[Cl:1][C:2]1[CH:7]=[CH:6][C:5](/[CH:8]=[C:9](/[N:16]2[CH:20]=[N:19][CH:18]=[N:17]2)\[CH:10]([OH:15])[C:11]([CH3:14])([CH3:13])[CH3:12])=[CH:4][CH:3]=1 |f:1.2|. Reaction conditions: time 3 hour. Procedure details: In 50 ml of methanol, was dissolved 2.9 g (0.01 mole) of (E)-1-(4-chlorophenyl)-2-(1,2,4-triazol-1-yl)-4,4-dimethyl-1-penten-3-one (melting point 108°-109° C.) characterized by the NMR spectrum given below. To the solution was added 0.38 g (0.01 mole) of sodium borohydride, while keeping the temperature of the reaction system at 20° C. or below by cooling in ice. To the solution, after having been kept at 20° C. for 3 hours, was added 1 ml of acetic acid to effect decomposition. The organic laye... Yield: 68.5%. Starting materials: ClC1=CC=C(C=C1)\C=C(/C(C(C)(C)C)=O)\N1N=CN=C1 ((E)-1-(4-chlorophenyl)-2-(1,2,4-triazol-1-yl)-4,4-dimethyl-1-penten-3-one), [BH4-].[Na+] (sodium borohydride), C(C)(=O)O (acetic acid). Run in CO (methanol). Reactants: [BH4-], CCOC(=O)c1cc2cc(-c3ccc(C(C)=O)cc3)ccc2o1, CCO, [Na+]. Yields the product CCOC(=O)c1cc2cc(-c3ccc(C(C)O)cc3)ccc2o1. Reaction SMILES: [BH4-:1].[C:3]([CH3:4])(=[O:5])[c:6]1[cH:7][cH:8][c:9](-[c:12]2[cH:13][cH:14][c:15]3[c:16]([cH:17][c:18]([C:20](=[O:21])[O:22][CH2:23][CH3:24])[o:19]3)[cH:25]2)[cH:10][cH:11]1.[CH3:26][CH2:27][OH:28].[Na+:2]>>[CH:3]([CH3:4])([OH:5])[c:6]1[cH:7][cH:8][c:9](-[c:12]2[cH:13][cH:14][c:15]3[c:16]([cH:17][c:18]([C:20](=[O:21])[O:22][CH2:23][CH3:24])[o:19]3)[cH:25]2)[cH:10][cH:11]1. The reactants are B(F)(F)F.CCOCC (boron trifluoride etherate), COC1=CC=C(C=C1)S(=O)(=O)CC1(OC1)C(=O)OCC (2-(4-Methoxybenzenesulfonyl)methyl-oxiranecarboxylic Acid, Ethyl Ester), B(F)(F)F.CCOCC (boron trifluoride etherate), C(C1=CC=CC=C1)#N (benzonitrile), C(C(=O)O)(=O)O (Oxalic acid). The solvent is C(Cl)Cl (methylene chloride). Reaction conditions: temperature 65 celsius. Product: OC(C(=O)OCC)(CNC(=O)C1=CC=CC=C1)CS(=O)(=O)C1=CC=C(C=C1)OC (2-Hydroxy-2-[(4-methoxybenzenesulfonyl)methyl]-3-(N-benzenecarbonylamino)-propionic Acid, Ethyl Ester). RXN SMILES: [CH3:1][O:2][C:3]1[CH:8]=[CH:7][C:6]([S:9]([CH2:12][C:13]2([C:16]([O:18][CH2:19][CH3:20])=[O:17])[CH2:15][O:14]2)(=[O:11])=[O:10])=[CH:5][CH:4]=1.B(F)(F)F.CC[O:27]CC.[C:30](#[N:37])[C:31]1[CH:36]=[CH:35][CH:34]=[CH:33][CH:32]=1.C(O)(=O)C(O)=O>C(Cl)Cl>[OH:14][C:13]([CH2:12][S:9]([C:6]1[CH:7]=[CH:8][C:3]([O:2][CH3:1])=[CH:4][CH:5]=1)(=[O:11])=[O:10])([CH2:15][NH:37][C:30]([C:31]1[CH:36]=[CH:35][CH:34]=[CH:33][CH:32]=1)=[O:27])[C:16]([O:18][CH2:19][CH3:20])=[O:17] |f:1.2|. Procedure details: 2-Methoxybenzenesulfonyl)methyl-oxiranecarboxylic acid, ethyl ester (from EXAMPLE 1, Step 2, 0.3 g, 1 mmol), boron trifluoride etherate (0.495 mL, 4.0 mmol), and benzonitrile (0.36 mL, 4.0 mmol) are dissolved in 40 mL of methylene chloride. The reaction mixture is stirred at ambient temperature under a nitrogen atmosphere for three days, with the addition two times of 0.50 mL of boron trifluoride etherate. The solvent is removed under reduced pressure. The residue is dissolved in ethyl acetate a... Starting materials: C[Si](C)(C)[N-][Si](C)(C)C.[Li+] (Lithium bis(trimethylsilyl)amide), COC1=C(CNC=2SC=CN2)C=CC(=C1)OC (N-(2,4-dimethoxybenzyl)thiazol-2-amine), ClC1=NC=CC2=CC(=CC=C12)S(=O)(=O)OC1=C(C(=C(C(=C1F)F)F)F)F (perfluorophenyl 1-chloroisoquinoline-6-sulfonate). Run in O1CCCC1 (tetrahydrofuran), C1CCOC1 (THF). Conditions: time 30 minute. Product: ClC1=NC=CC2=CC(=CC=C12)S(=O)(=O)N(C=1SC=CN1)CC1=C(C=C(C=C1)OC)OC (1-chloro-N-(2,4-dimethoxybenzyl)-N-(thiazol-2-yl)isoquinoline-6-sulfonamide). As a reaction SMILES: [CH3:1][O:2][C:3]1[CH:15]=[C:14]([O:16][CH3:17])[CH:13]=[CH:12][C:4]=1[CH2:5][NH:6][C:7]1[S:8][CH:9]=[CH:10][N:11]=1.C[Si]([N-][Si](C)(C)C)(C)C.[Li+].[Cl:28][C:29]1[C:38]2[C:33](=[CH:34][C:35]([S:39](OC3C(F)=C(F)C(F)=C(F)C=3F)(=[O:41])=[O:40])=[CH:36][CH:37]=2)[CH:32]=[CH:31][N:30]=1>O1CCCC1>[Cl:28][C:29]1[C:38]2[C:33](=[CH:34][C:35]([S:39]([N:6]([CH2:5][C:4]3[CH:12]=[CH:13][C:14]([O:16][CH3:17])=[CH:15][C:3]=3[O:2][CH3:1])[C:7]3[S:8][CH:9]=[CH:10][N:11]=3)(=[O:41])=[O:40])=[CH:36][CH:37]=2)[CH:32]=[CH:31][N:30]=1 |f:1.2|. Reported procedure: A solution of N-(2,4-dimethoxybenzyl)thiazol-2-amine (0.642 g, 2.56 mmol) in tetrahydrofuran (9.39 ml) was cooled in a dry ice-acetone bath for 5 min. Lithium bis(trimethylsilyl)amide (1M in THF) (2.68 ml, 2.68 mmol) was added drop wise, then the flask was removed from the cooling bath for 5 min. The flask was again cooled into a dry ice-acetone bath for 20 min, resulting in the formation of a thick slurry. A solution of perfluorophenyl 1-chloroisoquinoline-6-sulfonate (see Example 73, Step 1; 1... Reactants: C(C)(C)N1CCC(CC1)O (1-isopropyl-piperidin-4-ol), C1(=CC=CC=C1)P(C1=CC=CC=C1)C1=CC=CC=C1 (triphenylphosphine), CC(C)OC(=O)/N=N/C(=O)OC(C)C (DIAD), COC(=O)C1=CC2=C(S1)C=CC(=C2)O (5-hydroxy-benzo[b]thiophene-2-carboxylic acid methyl ester). Solvent: C1CCOC1 (THF). Conditions: time 2 hour. Product: COC(=O)C1=CC2=C(S1)C=CC(=C2)OC2CCN(CC2)C(C)C (5-(1-Isopropyl-piperidin-4-yloxy)-benzo[b]thiophene-2-carboxylic acid methyl ester). Reaction SMILES: [CH3:1][O:2][C:3]([C:5]1[S:9][C:8]2[CH:10]=[CH:11][C:12]([OH:14])=[CH:13][C:7]=2[CH:6]=1)=[O:4].[CH:15]([N:18]1[CH2:23][CH2:22][CH:21](O)[CH2:20][CH2:19]1)([CH3:17])[CH3:16].C1(P(C2C=CC=CC=2)C2C=CC=CC=2)C=CC=CC=1.CC(OC(/N=N/C(OC(C)C)=O)=O)C>C1COCC1>[CH3:1][O:2][C:3]([C:5]1[S:9][C:8]2[CH:10]=[CH:11][C:12]([O:14][CH:21]3[CH2:22][CH2:23][N:18]([CH:15]([CH3:17])[CH3:16])[CH2:19][CH2:20]3)=[CH:13][C:7]=2[CH:6]=1)=[O:4]. Procedure details: The above prepared 5-hydroxy-benzo[b]thiophene-2-carboxylic acid methyl ester (0.143 g, 0.687 mmol) was dissolved in 3.4 mL of THF and treated successively at 10° C. with 1-isopropyl-piperidin-4-ol (0.197 g, 2 eq.), triphenylphosphine (0.360 g, 2 eq.) and DIAD (0.267 mL, 2 eq.), and the mixture then kept at ambient temperature for another 2 h. Pouring onto crashed ice, twofold extraction with AcOEt, washing with water, drying over sodium sulfate, and evaporation of the solvents, followed by flas... The product is ClCCCOCCc1ccc2sccc2c1. Starting materials: ClCCCBr, CCCC[N+](CCCC)(CCCC)CCCC, Cc1ccccc1, [Na+], [OH-], O, O=S(=O)([O-])O, OCCc1ccc2sccc2c1. Reaction SMILES: [Br:15][CH2:16][CH2:17][CH2:18][Cl:19].[CH2:33]([N+:34]([CH2:35][CH2:36][CH2:37][CH3:38])([CH2:39][CH2:40][CH2:41][CH3:42])[CH2:43][CH2:44][CH2:45][CH3:46])[CH2:47][CH2:48][CH3:49].[CH3:21][c:22]1[cH:23][cH:24][cH:25][cH:26][cH:27]1.[Na+:2].[OH-:1].[OH2:20].[S:28]([O-:29])([OH:30])(=[O:31])=[O:32].[s:3]1[c:4]2[c:5]([cH:6][cH:7]1)[cH:8][c:9]([CH2:12][CH2:13][OH:14])[cH:10][cH:11]2>>[s:3]1[c:4]2[c:5]([cH:6][cH:7]1)[cH:8][c:9]([CH2:12][CH2:13][O:14][CH2:16][CH2:17][CH2:18][Cl:19])[cH:10][cH:11]2. Starting materials: CS(=O)(=O)Cl (MsCl), C(C)OC(C(C)C1=CC2=C(N=C(S2)N)C=C1)=O (2-(2-Amino-benzothiazole-6-yl)-propionic acid ethyl ester), Cl (HCl). The solvent is N1=CC=CC=C1 (pyridine). Reaction conditions: time 14 hour. Product: C(C)OC(C(C)C1=CC2=C(N=C(S2)NS(=O)(=O)C)C=C1)=O (2-(2-Methanesulfonylamino-benzothiazole-6-yl)-propionic acid ethyl ester). Reaction SMILES: [CH2:1]([O:3][C:4](=[O:17])[CH:5]([C:7]1[CH:16]=[CH:15][C:10]2[N:11]=[C:12]([NH2:14])[S:13][C:9]=2[CH:8]=1)[CH3:6])[CH3:2].[CH3:18][S:19](Cl)(=[O:21])=[O:20].Cl>N1C=CC=CC=1>[CH2:1]([O:3][C:4](=[O:17])[CH:5]([C:7]1[CH:16]=[CH:15][C:10]2[N:11]=[C:12]([NH:14][S:19]([CH3:18])(=[O:21])=[O:20])[S:13][C:9]=2[CH:8]=1)[CH3:6])[CH3:2]. Reported procedure: A mixture of 4 (347 mg, 1 mmol) in pyridine (3 ml) is added to MsCl (0.13 ml, 1.21 mmol) at room temperature. The reaction mixture is stirred for 14 h at room temperature. 1 N HCl (30 ml) is added to the mixture. The mixture extracted with ethyl acetate. The organic layer is dried over magnesium sulfate. The filtrate was concentrated in vacuo. The residue was purified by flash column chromatography (n-Hexane:EtOAc).